From a dataset of the Open Reaction Database (ORD), a public repository of structured organic reaction records. describe an organic reaction: reactants, conditions, products, and yield Reactants: O=C([O-])O, ClCCl, CS(=O)(=O)Cl, CN(C)C=O, [Na+], c1ccncc1, OCc1ccc2c(c1)Nc1nccnc1S2. The product is ClCc1ccc2c(c1)Nc1nccnc1S2. RXN SMILES: [C:28](=[O:29])([O-:30])[OH:31].[CH2:33]([Cl:34])[Cl:35].[CH3:23][S:24]([Cl:25])(=[O:26])=[O:27].[CH3:36][N:37]([CH3:38])[CH:39]=[O:40].[Na+:32].[cH:17]1[cH:18][cH:19][n:20][cH:21][cH:22]1.[n:1]1[cH:2][cH:3][n:4][c:5]2[c:10]1[NH:9][c:8]1[c:7]([cH:14][cH:13][c:12]([CH2:15][OH:16])[cH:11]1)[S:6]2>>[n:1]1[cH:2][cH:3][n:4][c:5]2[c:10]1[NH:9][c:8]1[c:7]([cH:14][cH:13][c:12]([CH2:15][Cl:25])[cH:11]1)[S:6]2. The reactants are CC(=O)OC1CSC(Br)C(OC(C)=O)C1OC(C)=O, Cn1cnc2c(O)cccc21. Product: CC(=O)OC1CSC(Oc2cccc3c2ncn3C)C(OC(C)=O)C1OC(C)=O. Reaction SMILES: [C:1]([CH3:2])(=[O:3])[O:4][CH:5]1[CH:6]([Br:19])[S:7][CH2:8][CH:9]([O:15][C:16]([CH3:17])=[O:18])[CH:10]1[O:11][C:12]([CH3:13])=[O:14].[OH:20][c:21]1[cH:22][cH:23][cH:24][c:25]2[n:26]([CH3:30])[cH:27][n:28][c:29]12>>[C:1]([CH3:2])(=[O:3])[O:4][CH:5]1[CH:6]([O:20][c:21]2[cH:22][cH:23][cH:24][c:25]3[n:26]([CH3:30])[cH:27][n:28][c:29]23)[S:7][CH2:8][CH:9]([O:15][C:16]([CH3:17])=[O:18])[CH:10]1[O:11][C:12]([CH3:13])=[O:14].